From a dataset of the Open Reaction Database (ORD), a public repository of structured organic reaction records. describe an organic reaction: reactants, conditions, products, and yield Reactants: [N+](=O)([O-])C=1C=C(C=O)C=CC1 (3-nitrobenzaldehyde), Cl.CNO (N-methylhydroxylamine hydrochloride), C([O-])(O)=O.[Na+] (sodium bicarbonate), [N+](#[C-])C(C)(C)C (2-isocyano-2-methylpropane), C(C)(=O)O (acetic acid). The reagents and catalysts are [Cl-].[Zn+2].[Cl-] (zinc chloride). Solvent: O (Water), C1CCOC1 (THF). Run at time 30 minute. Product: C(C)(C)(C)NC(C(=O)C1=CC(=CC=C1)[N+](=O)[O-])=O ((Tert-butyl)-2-(3-nitrophenyl)-2-oxoacetamide). Yield: 48.3%. As a reaction SMILES: [N+:1]([C:4]1[CH:5]=[C:6]([CH:9]=[CH:10][CH:11]=1)[CH:7]=[O:8])([O-:3])=[O:2].Cl.CNO.[C:16](=[O:19])(O)[O-].[Na+].[N+:21]([C:23]([CH3:26])([CH3:25])[CH3:24])#[C-].C(O)(=O)C>C1COCC1.[Cl-].[Zn+2].[Cl-].O>[C:23]([NH:21][C:16](=[O:19])[C:7]([C:6]1[CH:9]=[CH:10][CH:11]=[C:4]([N+:1]([O-:3])=[O:2])[CH:5]=1)=[O:8])([CH3:26])([CH3:25])[CH3:24] |f:1.2,3.4,8.9.10|. Procedure details: Under nitrogen atmosphere, zinc chloride (8.12 g, 59.6 mmol) and molecular sieve (200 mg) were taken in THF (10 ml) at room temperature. To the above mixture 3-nitrobenzaldehyde (3.00 g, 19.85 mmol), N-methylhydroxylamine hydrochloride (2.65 g, 31.8 mmol) and sodium bicarbonate (2.67 g, 31.8 mmol) were added. The mixture was stirred at room temperature for 30 min., followed by addition of 2-isocyano-2-methylpropane (3.30 g, 39.7 mmol) and acetic acid (3.58 g, 59.6 mmol) and the reaction mixture ... The reactants are CC(C)=CCBr, CN(C)C=O, Cn1c(=O)[nH]c(=O)c2[nH]c(Br)nc21, O. Product: CC(C)=CCn1c(Br)nc2c1c(=O)[nH]c(=O)n2C. As a reaction SMILES: [CH3:1][C:2](=[CH:3][CH2:4][Br:5])[CH3:6].[CH3:20][N:21]([CH3:22])[CH:23]=[O:24].[CH3:7][n:8]1[c:9](=[O:19])[nH:10][c:11](=[O:18])[c:12]2[nH:13][c:14]([Br:17])[n:15][c:16]12.[OH2:25]>>[CH3:1][C:2](=[CH:3][CH2:4][n:13]1[c:12]2[c:11](=[O:18])[nH:10][c:9](=[O:19])[n:8]([CH3:7])[c:16]2[n:15][c:14]1[Br:17])[CH3:6].